This data is from the Open Reaction Database (ORD), a public repository of structured organic reaction records. The task is: describe an organic reaction: reactants, conditions, products, and yield The reactants are C(C)N1C[C@H](CC1)C(=O)NCC1=C(C=CC(=C1)F)S(=O)(=O)NC1=CC=C2C3C(COC2=C1C(=O)OC)C3 (Methyl (1aRS,7bSR)-5-(2-{[((S)-1-ethylpyrrolidine-3-carbonyl)amino]methyl}-4-fluoro-benzenesulfonylamino)-1,1a,2,7b-tetrahydrocyclopropa[c]chromene-4-carboxylate), C(C)N1C[C@@H](CC1)C(=O)O ((R)-1-ethylpyrrolidine-3-carboxylic acid), C(C)N1C[C@@H](CC1)C(=O)O ((R)-1-ethylpyrrolidine-3-carboxylic acid), NCC1=C(C=CC(=C1)F)S(=O)(=O)NC1=CC=C2C3C(COC2=C1C(=O)OC)C3 (methyl (1aRS,7bSR)-5-(2-aminomethyl-4-fluorobenzenesulfonylamino)-1,1a,2,7b-tetrahydrocyclopropa[c]chromene-4-carboxylate), NCC1=C(C=CC(=C1)F)S(=O)(=O)NC1=CC=C2C3C(COC2=C1C(=O)OC)C3 (methyl (1aRS,7bSR)-5-(2-aminomethyl-4-fluorobenzenesulfonylamino)-1,1a,2,7b-tetrahydrocyclopropa[c]chromene-4-carboxylate). Product: C(C)N1C[C@@H](CC1)C(=O)NCC1=C(C=CC(=C1)F)S(=O)(=O)NC1=CC=C2C3C(COC2=C1C(=O)OC)C3 (Methyl (1aRS,7bSR)-5-(2-{[((R)-1-ethylpyrrolidine-3-carbonyl)amino]-methyl}-4-fluorobenzenesulfonylamino)-1,1a,2,7b-tetrahydrocyclopropa[c]chromene-4-carboxylate). Reaction SMILES: [CH2:1]([N:3]1[CH2:7][CH2:6][C@H:5]([C:8]([NH:10][CH2:11][C:12]2[CH:17]=[C:16]([F:18])[CH:15]=[CH:14][C:13]=2[S:19]([NH:22][C:23]2[C:32]([C:33]([O:35][CH3:36])=[O:34])=[C:31]3[C:26]([CH:27]4[CH2:37][CH:28]4[CH2:29][O:30]3)=[CH:25][CH:24]=2)(=[O:21])=[O:20])=[O:9])[CH2:4]1)[CH3:2].NCC1C=C(F)C=CC=1S(NC1C(C(OC)=O)=C2C(C3CC3CO2)=CC=1)(=O)=O.C(N1CC[C@@H](C(O)=O)C1)C>>[CH2:1]([N:3]1[CH2:7][CH2:6][C@@H:5]([C:8]([NH:10][CH2:11][C:12]2[CH:17]=[C:16]([F:18])[CH:15]=[CH:14][C:13]=2[S:19]([NH:22][C:23]2[C:32]([C:33]([O:35][CH3:36])=[O:34])=[C:31]3[C:26]([CH:27]4[CH2:37][CH:28]4[CH2:29][O:30]3)=[CH:25][CH:24]=2)(=[O:20])=[O:21])=[O:9])[CH2:4]1)[CH3:2]. Procedure details: Prepared by proceeding in a similar manner to Intermediate 188, starting from methyl (1aRS,7bSR)-5-(2-aminomethyl-4-fluorobenzenesulfonylamino)-1,1a,2,7b-tetrahydro-cyclopropa[c]chromene-4-carboxylate (intermediate 102) and (R)-1-ethylpyrrolidine-3-carboxylic acid (Intermediate 196). Reactants: CN(C)CCCl, Cl, [H-], Nc1ccc([N+](=O)[O-])cc1, [Na+], CN(C)C=O. Product: CN(C)CCNc1ccc([N+](=O)[O-])cc1. As a reaction SMILES: [CH3:14][N:15]([CH2:16][CH2:17][Cl:18])[CH3:19].[ClH:13].[H-:12].[NH2:1][c:2]1[cH:3][cH:4][c:5]([N+:8]([O-:9])=[O:10])[cH:6][cH:7]1.[Na+:11].[O:20]=[CH:21][N:22]([CH3:23])[CH3:24]>>[NH:1]([c:2]1[cH:3][cH:4][c:5]([N+:8]([O-:9])=[O:10])[cH:6][cH:7]1)[CH2:17][CH2:16][N:15]([CH3:14])[CH3:19]. Product: CC1CN(C(=O)OC(C)(C)C)CCN1Cc1cccc(-c2ccnc(NCCc3cccc(F)c3)n2)c1. Reactants: CC1CN(C(=O)OC(C)(C)C)CCN1Cc1cccc(-c2ccnc(Cl)n2)c1, NCCc1cccc(F)c1. Reaction SMILES: [C:1]([CH3:2])([CH3:3])([CH3:4])[O:5][C:6](=[O:7])[N:8]1[CH2:9][CH:10]([CH3:28])[N:11]([CH2:14][c:15]2[cH:16][c:17](-[c:21]3[n:22][c:23]([Cl:27])[n:24][cH:25][cH:26]3)[cH:18][cH:19][cH:20]2)[CH2:12][CH2:13]1.[F:29][c:30]1[cH:31][c:32]([CH2:33][CH2:34][NH2:35])[cH:36][cH:37][cH:38]1>>[C:1]([CH3:2])([CH3:3])([CH3:4])[O:5][C:6](=[O:7])[N:8]1[CH2:9][CH:10]([CH3:28])[N:11]([CH2:14][c:15]2[cH:16][c:17](-[c:21]3[n:22][c:23]([NH:35][CH2:34][CH2:33][c:32]4[cH:31][c:30]([F:29])[cH:38][cH:37][cH:36]4)[n:24][cH:25][cH:26]3)[cH:18][cH:19][cH:20]2)[CH2:12][CH2:13]1. Starting materials: Cc1ccc(I)cc1, c1ccc2[nH]ccc2c1. Yields the product Cc1ccc(-n2ccc3ccccc32)cc1. RXN SMILES: [I:10][c:11]1[cH:12][cH:13][c:14]([CH3:17])[cH:15][cH:16]1.[cH:1]1[cH:2][cH:3][c:4]2[nH:5][cH:6][cH:7][c:8]2[cH:9]1>>[cH:1]1[cH:2][cH:3][c:4]2[n:5](-[c:11]3[cH:12][cH:13][c:14]([CH3:17])[cH:15][cH:16]3)[cH:6][cH:7][c:8]2[cH:9]1. Reactants: C1COCCN1, C1COCCO1, Clc1cc(Cl)n2nc(-c3ccccc3)cc2n1. Product: Clc1cc(N2CCOCC2)n2nc(-c3ccccc3)cc2n1. Reaction SMILES: [CH2:18]1[CH2:19][O:20][CH2:21][CH2:22][NH:23]1.[CH2:24]1[O:25][CH2:26][CH2:27][O:28][CH2:29]1.[Cl:1][c:2]1[n:3][c:4]2[n:5]([c:6]([Cl:8])[cH:7]1)[n:9][c:10](-[c:12]1[cH:13][cH:14][cH:15][cH:16][cH:17]1)[cH:11]2>>[Cl:1][c:2]1[n:3][c:4]2[n:5]([c:6]([N:23]3[CH2:18][CH2:19][O:20][CH2:21][CH2:22]3)[cH:7]1)[n:9][c:10](-[c:12]1[cH:13][cH:14][cH:15][cH:16][cH:17]1)[cH:11]2.